This data is from the Open Reaction Database (ORD), a public repository of structured organic reaction records. The task is: describe an organic reaction: reactants, conditions, products, and yield The reactants are C(C)(C)N1C(N=C(C2=CC=C(C=C12)C)C1=CC(=CC=C1)OC)=O (1-isopropyl-7-methyl-4-(m-methoxyphenyl)-2(1H)-quinazolinone), [Mn](=O)(=O)(=O)[O-].[K+] (potassium permanganate), Cl (hydrochloric acid), S(=O)(=O)([O-])[O-].[Na+].[Na+] (sodium sulfate), C([O-])([O-])=O.[Na+].[Na+] (sodium carbonate), [Mn](=O)(=O)(=O)[O-].[K+] (potassium permanganate). The reagents and catalysts are [O-2].[O-2].[Mn+4] (manganese dioxide). Solvent: O (water). Product: C(=O)(O)C1=CC=C2C(=NC(N(C2=C1)C(C)C)=O)C1=CC(=CC=C1)OC (7-carboxy-1--isopropyl-4-(m-methoxyphenyl)-2(1H)-quinazolinone). As a reaction SMILES: [CH:1]([N:4]1[C:13]2[C:8](=[CH:9][CH:10]=[C:11](C)[CH:12]=2)[C:7]([C:15]2[CH:20]=[CH:19][CH:18]=[C:17]([O:21][CH3:22])[CH:16]=2)=[N:6][C:5]1=[O:23])([CH3:3])[CH3:2].[C:24](=[O:27])([O-])[O-:25].[Na+].[Na+].[Mn]([O-])(=O)(=O)=O.[K+].Cl.S([O-])([O-])(=O)=O.[Na+].[Na+]>[O-2].[O-2].[Mn+4].O>[C:24]([C:11]1[CH:12]=[C:13]2[C:8]([C:7]([C:15]3[CH:20]=[CH:19][CH:18]=[C:17]([O:21][CH3:22])[CH:16]=3)=[N:6][C:5](=[O:23])[N:4]2[CH:1]([CH3:3])[CH3:2])=[CH:9][CH:10]=1)([OH:25])=[O:27] |f:1.2.3,4.5,7.8.9,10.11.12|. Procedure details: A mixture of 11.25 g. of 1-isopropyl-7-methyl-4-(m-methoxyphenyl)-2(1H)-quinazolinone, 5.25 g. of sodium carbonate and 750 ml. of water is refluxed with 7.5 g. of potassium permanganate being added every half hour until a total of 52.5 g. of potassium permanganate is added. After refluxing for an additional 45 minutes, the reaction mixture is cooled, acidified on the slow addition of 263 ml. of 6N. hydrochloric acid and then treated with sodium sulfate until the manganese dioxide is eliminated. ... Starting materials: COC(=O)C(N)CCSC, O=C(O)CCc1ccc(O)cc1. Yields the product COC(=O)C(CCSC)NC(=O)CCc1ccc(O)cc1. Reaction SMILES: [CH3:13][O:14][C:15]([CH:16]([NH2:17])[CH2:18][CH2:19][S:20][CH3:21])=[O:22].[OH:1][c:2]1[cH:3][cH:4][c:5]([CH2:8][CH2:9][C:10](=[O:11])[OH:12])[cH:6][cH:7]1>>[OH:1][c:2]1[cH:3][cH:4][c:5]([CH2:8][CH2:9][C:10](=[O:12])[NH:17][CH:16]([C:15]([O:14][CH3:13])=[O:22])[CH2:18][CH2:19][S:20][CH3:21])[cH:6][cH:7]1. Starting materials: [Al+3], CC(=O)Cl, [Cl-], [Cl-], [Cl-], Cl, CCOC(=O)C1=COc2ccccc2O1, S=C=S. Product: CCOC(=O)C1=COc2cc(C(C)=O)ccc2O1. As a reaction SMILES: [Al+3:2].[CH3:5][C:6]([Cl:7])=[O:8].[Cl-:1].[Cl-:3].[Cl-:4].[ClH:24].[O:9]1[C:10]([C:19](=[O:20])[O:21][CH2:22][CH3:23])=[CH:11][O:12][c:13]2[c:14]1[cH:15][cH:16][cH:17][cH:18]2.[S:25]=[C:26]=[S:27]>>[CH3:5][C:6](=[O:8])[c:17]1[cH:16][cH:15][c:14]2[c:13]([cH:18]1)[O:12][CH:11]=[C:10]([C:19](=[O:20])[O:21][CH2:22][CH3:23])[O:9]2. The reactants are C(CCC)C1=NC(=NC=C1)C1=CC=C(C(=O)N)C=C1 (4-(4-n-butylpyrimid-2-yl)-benzoic acid amide), CCOCC (ether), C(CCl)Cl (ethylene chloride), P(=O)(Cl)(Cl)Cl (phosphorus oxychloride). The product is C(CCC)C=1C=NC(=NC1)C1=CC=C(C=C1)C#N (5-n-butyl-2-(4-cyanophenyl)-pyrimidine). As a reaction SMILES: C([C:5]1[CH:10]=[CH:9][N:8]=[C:7]([C:11]2[CH:19]=[CH:18][C:14]([C:15]([NH2:17])=O)=[CH:13][CH:12]=2)[N:6]=1)CCC.[CH2:20](Cl)[CH2:21]Cl.P(Cl)(Cl)(Cl)=O.[CH3:29][CH2:30]OCC>>[CH2:29]([C:10]1[CH:9]=[N:8][C:7]([C:11]2[CH:12]=[CH:13][C:14]([C:15]#[N:17])=[CH:18][CH:19]=2)=[N:6][CH:5]=1)[CH2:30][CH2:20][CH3:21]. Procedure details: 11.23 G. of 4-(4-n-butylpyrimid-2-yl)-benzoic acid amide are maintained at reflux for 90 minutes in a mixture of 250 ml. of ethylene chloride and 4.5 ml. of phosphorus oxychloride with stirring. The mixture, diluted with ether, is washed with 2-N sodium hydroxide and then with water until neutral. The organic phase is dried over sodium sulfate and evaporated to give 11.77 g. of 5-n-butyl-2-(4-cyanophenyl)-pyrimidine which are distilled in a high vacuum; melting point 60.9°-61.8° C. The reactants are [Li+].CC(C)[N-]C(C)C (LDA), C(C)(C)(C)OCC(CN1C(N(C(C1=O)(C)C)C)=O)=O (3-(3-tert-butoxy-2-oxo-propyl)-1,5,5-trimethyl-imidazolidine-2,4-dione), OS(=O)(=O)O (H2SO4), C(CCC)[Li] (Butyllithium), C(C)(C)NC(C)C (diisopropylamine), COC(CCC1CCCC1)=O (3-cyclopentyl-propionic acid methylester). Run in C1CCOC1 (THF), O (water), CCCCCC (hexane), C1CCOC1 (THF), C1CCOC1 (THF). Reaction conditions: time 1 hour. The product is CN1C(NC(C1(C)C)=O)=O (1,5,5-trimethyl-imidazolidine-2,4-dione). RXN SMILES: C([Li])CCC.C(NC(C)C)(C)C.[Li+].CC([N-]C(C)C)C.COC(=O)CCC1CCCC1.C(OCC(=O)C[N:40]1[C:44](=[O:45])[C:43]([CH3:47])([CH3:46])[N:42]([CH3:48])[C:41]1=[O:49])(C)(C)C.OS(O)(=O)=O>CCCCCC.C1COCC1.O>[CH3:48][N:42]1[C:43]([CH3:47])([CH3:46])[C:44](=[O:45])[NH:40][C:41]1=[O:49] |f:2.3|. Procedure: 203 ml 1.6M Butyllithium in hexane were added to a solution of 46.0 ml diisopropylamine in 120 ml THF at 0° over 1 h. The resultant LDA-solution was stirred at 0° for 1 h and then cooled down to −75°. 50.8 g 3-cyclopentyl-propionic acid methylester dissolved in 65 ml THF were added at −75° over 1 h and stirring at that temperature was continued for 1 h. 67.6 g 3-(3-tert-butoxy-2-oxo-propyl)-1,5,5-trimethyl-imidazolidine-2,4-dione dissolved in 65 ml THF were added at −75° over 1 h and after addit...